From a dataset of the Open Reaction Database (ORD), a public repository of structured organic reaction records. describe an organic reaction: reactants, conditions, products, and yield Reactants: C(C)(=O)O[BH-](OC(C)=O)OC(C)=O.[Na+] (sodium triacetoxyborohydride), C1(=CC=CC2=CC=CC=C12)CN (1-naphthylmethylamine), 3A, C(C)(C)(C)OC(=O)N[C@@H]([C@@H](C)CC)C=O (N-t-butoxycarbonyl-isoleucinal). Solvent: ClCCCl (1,2-dichloroethane). Conditions: time 48 hour. The product is C1(=CC=CC2=CC=CC=C12)CNC[C@H]([C@H](CC)C)NC(=O)OC(C)(C)C (N-Naphth-1-ylmethyl-2(S)-(t-butoxycarbonyl)amino-3(S)-methylpentanamine). Reaction SMILES: [C:1]1([CH2:11][NH2:12])[C:10]2[C:5](=[CH:6][CH:7]=[CH:8][CH:9]=2)[CH:4]=[CH:3][CH:2]=1.[C:13]([O:17][C:18]([NH:20][C@H:21]([CH:26]=O)[C@H:22]([CH2:24][CH3:25])[CH3:23])=[O:19])([CH3:16])([CH3:15])[CH3:14].C(O[BH-](OC(=O)C)OC(=O)C)(=O)C.[Na+]>ClCCCl>[C:1]1([CH2:11][NH:12][CH2:26][C@@H:21]([NH:20][C:18]([O:17][C:13]([CH3:16])([CH3:15])[CH3:14])=[O:19])[C@@H:22]([CH3:23])[CH2:24][CH3:25])[C:10]2[C:5](=[CH:6][CH:7]=[CH:8][CH:9]=2)[CH:4]=[CH:3][CH:2]=1 |f:2.3|. Procedure: To a slurry of 1-naphthylmethylamine (5.84 g, 37.2 mmol), crushed 3A molecular sieves (10 g), and N-t-butoxycarbonyl-isoleucinal (8.0 g, 37.2 mmol) in 1,2-dichloroethane (50 ml) was added sodium triacetoxyborohydride (15.8 g, 74.3 mmol) at 0° C. The reaction was allowed to warm slowly to RT and stirred for 48 hrs. The reaction was cooled to 0° C. and quenched with sat. aq. NaHCO3 and stirred for 30 min. The organic layer was separated, washed with saturated brine, dried (MgSO4) and evaporated in...